This data is from the Open Reaction Database (ORD), a public repository of structured organic reaction records. The task is: describe an organic reaction: reactants, conditions, products, and yield Solvent: C1(=CC=CC=C1)C (toluene). Reaction conditions: temperature 50 celsius, time 24 hour. Reaction SMILES: [Cl:1][C:2]1[C:9]([CH3:10])=[CH:8][C:5]([CH:6]=O)=[CH:4][C:3]=1[CH3:11].[CH3:12][C:13]([S@:16]([NH2:18])=[O:17])([CH3:15])[CH3:14]>C1(C)C=CC=CC=1.CC(C)[O-].[Ti+4].CC(C)[O-].CC(C)[O-].CC(C)[O-]>[Cl:1][C:2]1[C:9]([CH3:10])=[CH:8][C:5](/[CH:6]=[N:18]/[S@@:16]([C:13]([CH3:15])([CH3:14])[CH3:12])=[O:17])=[CH:4][C:3]=1[CH3:11] |f:3.4.5.6.7|. The reagents and catalysts are CC([O-])C.[Ti+4].CC([O-])C.CC([O-])C.CC([O-])C (titanium(IV) isopropoxide). Starting materials: ClC1=C(C=C(C=O)C=C1C)C (4-chloro-3,5-dimethyl-benzaldehyde), CC(C)(C)[S@@](=O)N ((R)-2-methylpropane-2-sulfinamide). The product is ClC1=C(C=C(C=C1C)\C=N\[S@](=O)C(C)(C)C)C ((R)-2-Methyl-propane-2-sulfinic acid 1-(4-chloro-3,5-dimethyl-phenyl)-meth-(E)-ylideneamide). Procedure: A solution of 4-chloro-3,5-dimethyl-benzaldehyde (6.04 g, 35.8 mmol) and (R)-2-methylpropane-2-sulfinamide (4.78 g, 39.4 mmol) in toluene (110 mL) was treated with titanium(IV) isopropoxide (15.74 mL, 53.7 mmol). The mixture was stirred at 50° C. for 24 hours. It was then quenched with 10% aqueous sodium bicarbonate solution (100 mL) and filtered through Celite. The filter cake was washed with Et2O (250 mL). The organic layers were washed with water and brine, dried over sodium sulfate, filtered... The product is ClC=1C(=NC(=NC1)NC1=CC2=C(NCCCO2)C=C1)NC1=C(C(=O)NC)C=CC=C1F (2-[5-Chloro-2-(6,7,8,9-tetrahydro-5-oxa-9-aza-benzocyclohepten-3-ylamino)-pyrimidin-4-ylamino]-3-fluoro-N-methyl-benzamide). Procedure: 6,7,8,9-Tetrahydro-5-oxa-9-aza-benzocyclohepten-3-ylamine (0.115 g, 0.700 mmol), 2-(2,5-Dichloro-pyrimidin-4-ylamino)-3-fluoro-N-methyl-benzamide (0.243 g, 0.770 mmol), and 10-Camphorsulfonic acid (251 mg, 1.08 mmol) in Isopropyl alcohol (4.00 mL) was irradiated in a CEM microwave (120° C., 30 min). The mixture was filtered and purified directly by HPLC to give enriched product, which was conc. and repurified. The fractions were concentrated and neutralized with MP-carbonate resin to afford 2-[5... Starting materials: C1=CC(=CC2=C1NCCCO2)N (6,7,8,9-Tetrahydro-5-oxa-9-aza-benzocyclohepten-3-ylamine), ClC1=NC=C(C(=N1)NC1=C(C(=O)NC)C=CC=C1F)Cl (2-(2,5-Dichloro-pyrimidin-4-ylamino)-3-fluoro-N-methyl-benzamide), C12(C(=O)CC(CC1)C2(C)C)CS(=O)(=O)O (10-Camphorsulfonic acid). Yield: 9.4%. The solvent is C(C)(C)O (Isopropyl alcohol). RXN SMILES: [CH:1]1[C:6]2[NH:7][CH2:8][CH2:9][CH2:10][O:11][C:5]=2[CH:4]=[C:3]([NH2:12])[CH:2]=1.Cl[C:14]1[N:19]=[C:18]([NH:20][C:21]2[C:30]([F:31])=[CH:29][CH:28]=[CH:27][C:22]=2[C:23]([NH:25][CH3:26])=[O:24])[C:17]([Cl:32])=[CH:16][N:15]=1.C12(CS(O)(=O)=O)C(C)(C)C(CC1)CC2=O>C(O)(C)C>[Cl:32][C:17]1[C:18]([NH:20][C:21]2[C:30]([F:31])=[CH:29][CH:28]=[CH:27][C:22]=2[C:23]([NH:25][CH3:26])=[O:24])=[N:19][C:14]([NH:12][C:3]2[CH:2]=[CH:1][C:6]3[NH:7][CH2:8][CH2:9][CH2:10][O:11][C:5]=3[CH:4]=2)=[N:15][CH:16]=1. The reactants are COC(=O)CBr, O=C([O-])[O-], CN(C)C=O, [K+], [K+], O, COc1cc(COc2nn(-c3ccccc3)cc2C=O)ccc1OCc1nc(-c2cccc(O)c2)oc1C. The product is COC(=O)COc1cccc(-c2nc(COc3ccc(COc4nn(-c5ccccc5)cc4C=O)cc3OC)c(C)o2)c1. Reaction SMILES: [Br:39][CH2:40][C:41](=[O:42])[O:43][CH3:44].[C:45](=[O:46])([O-:47])[O-:48].[CH3:51][N:52]([CH3:53])[CH:54]=[O:55].[K+:49].[K+:50].[OH2:56].[OH:1][c:2]1[cH:3][c:4](-[c:8]2[o:9][c:10]([CH3:38])[c:11]([CH2:13][O:14][c:15]3[c:16]([O:36][CH3:37])[cH:17][c:18]([CH2:19][O:20][c:21]4[n:22][n:23](-[c:28]5[cH:29][cH:30][cH:31][cH:32][cH:33]5)[cH:24][c:25]4[CH:26]=[O:27])[cH:34][cH:35]3)[n:12]2)[cH:5][cH:6][cH:7]1>>[O:1]([c:2]1[cH:3][c:4](-[c:8]2[o:9][c:10]([CH3:38])[c:11]([CH2:13][O:14][c:15]3[c:16]([O:36][CH3:37])[cH:17][c:18]([CH2:19][O:20][c:21]4[n:22][n:23](-[c:28]5[cH:29][cH:30][cH:31][cH:32][cH:33]5)[cH:24][c:25]4[CH:26]=[O:27])[cH:34][cH:35]3)[n:12]2)[cH:5][cH:6][cH:7]1)[CH2:40][C:41](=[O:42])[O:43][CH3:44]. Reactants: N1=CC(=CC=C1)C1SCC=2N1C=CC2C(=O)C2=CN(C1=CC(=CC=C21)C2=CC=C(C=C2)F)CC#N (3(pyridin-3-yl)-7-[1-cyanomethyl-6-(4-fluorophenyl)indol-3-ylcarbonyl]-1H,3H-pyrrolo[1,2-c]thiazole), C(CCC)[Sn](CCCC)=O (dibutyltin oxide), C[Si](C)(C)N=[N+]=[N-] (trimethylsilylazide). Solvent: C1(=CC=CC=C1)C (toluene). Yields the product N1=CC(=CC=C1)C1SCC=2N1C=CC2C(=O)C2=CN(C1=CC(=CC=C21)C2=CC=C(C=C2)F)CC2=NN=NN2 (3-(Pyridin-3-yl)-7-[1-(1H-tetrazol-5-ylmethyl)-6-(4-fluorophenyl)indol-3-ylcarbonyl]-1H,3H-pyrrolo[1,2-c]thiazole). Isolated yield 63.1%. RXN SMILES: [N:1]1[CH:6]=[CH:5][CH:4]=[C:3]([CH:7]2[N:11]3[CH:12]=[CH:13][C:14]([C:15]([C:17]4[C:25]5[C:20](=[CH:21][C:22]([C:26]6[CH:31]=[CH:30][C:29]([F:32])=[CH:28][CH:27]=6)=[CH:23][CH:24]=5)[N:19]([CH2:33][C:34]#[N:35])[CH:18]=4)=[O:16])=[C:10]3[CH2:9][S:8]2)[CH:2]=1.C([Sn](=O)CCCC)CCC.C[Si]([N:50]=[N+:51]=[N-:52])(C)C>C1(C)C=CC=CC=1>[N:1]1[CH:6]=[CH:5][CH:4]=[C:3]([CH:7]2[N:11]3[CH:12]=[CH:13][C:14]([C:15]([C:17]4[C:25]5[C:20](=[CH:21][C:22]([C:26]6[CH:31]=[CH:30][C:29]([F:32])=[CH:28][CH:27]=6)=[CH:23][CH:24]=5)[N:19]([CH2:33][C:34]5[NH:52][N:51]=[N:50][N:35]=5)[CH:18]=4)=[O:16])=[C:10]3[CH2:9][S:8]2)[CH:2]=1. Reported procedure: A mixture of 3(pyridin-3-yl)-7-[1-cyanomethyl-6-(4-fluorophenyl)indol-3-ylcarbonyl]-1H,3H-pyrrolo[1,2-c]thiazole (77 mg, 0.161 mmol), prepared as in Example 94, dibutyltin oxide (40 mg, 0.161 mmol), and trimethylsilylazide (47.3 μL, 0.322 mmol) in toluene (15 mL) was heated at reflux for three hours. The reaction mixture was cooled to ambient temperature and concentrated in vacuo. The crude product was azeotroped with CH2Cl2 and purified by flash chromatography on silica gel (9:1 CHCl3, methanol... Yields the product CNC(=O)N1CCCC(NC2c3ccccc3Oc3ccccc32)C1. Starting materials: CC(=O)OC1c2ccccc2Oc2ccccc21, CNC(=O)N1CCCC(N)C1, Cc1ccccc1. RXN SMILES: [C:12]([O:13][CH:16]1[c:17]2[cH:18][cH:19][cH:20][cH:21][c:22]2[O:23][c:24]2[cH:25][cH:26][cH:27][cH:28][c:29]21)(=[O:14])[CH3:15].[CH3:1][NH:2][C:3](=[O:4])[N:5]1[CH2:6][CH:7]([NH2:11])[CH2:8][CH2:9][CH2:10]1.[CH3:30][c:31]1[cH:32][cH:33][cH:34][cH:35][cH:36]1>>[CH3:1][NH:2][C:3](=[O:4])[N:5]1[CH2:6][CH:7]([NH:11][CH:16]2[c:17]3[cH:18][cH:19][cH:20][cH:21][c:22]3[O:23][c:24]3[cH:25][cH:26][cH:27][cH:28][c:29]32)[CH2:8][CH2:9][CH2:10]1. Reported procedure: A solution of 2-{3-[4-(2-aminophenyl)piperazin-1-yl]propylamino}-N,N,5-trimethylbenzamide (398 mg, 1.01 mmol), prepared as in Example 36, in 10 mL of pyridine was cooled to 0° C. and methanesulfonyl chloride (0.08 mL, 1.03 mmol) was added slowly. The mixture was stirred at 0° C. for 2 hours and then evaporated to dryness. The residue was partioned between saturated sodium bicarbonate and ethyl acetate. The organic layer was separated, dried (K2CO3) and evaporated to dryness. The residue was puri... Conditions: temperature 0 celsius, time 2 hour. Reactants: NC1=C(C=CC=C1)N1CCN(CC1)CCCNC1=C(C(=O)N(C)C)C=C(C=C1)C (2-{3-[4-(2-aminophenyl)piperazin-1-yl]propylamino}-N,N,5-trimethylbenzamide), CS(=O)(=O)Cl (methanesulfonyl chloride). Reaction SMILES: [NH2:1][C:2]1[CH:7]=[CH:6][CH:5]=[CH:4][C:3]=1[N:8]1[CH2:13][CH2:12][N:11]([CH2:14][CH2:15][CH2:16][NH:17][C:18]2[CH:28]=[CH:27][C:26]([CH3:29])=[CH:25][C:19]=2[C:20]([N:22]([CH3:24])[CH3:23])=[O:21])[CH2:10][CH2:9]1.[CH3:30][S:31]([Cl:34])(=[O:33])=[O:32]>N1C=CC=CC=1>[ClH:34].[CH3:30][S:31]([NH:1][C:2]1[CH:7]=[CH:6][CH:5]=[CH:4][C:3]=1[N:8]1[CH2:13][CH2:12][N:11]([CH2:14][CH2:15][CH2:16][NH:17][C:18]2[CH:28]=[CH:27][C:26]([CH3:29])=[CH:25][C:19]=2[C:20]([N:22]([CH3:24])[CH3:23])=[O:21])[CH2:10][CH2:9]1)(=[O:33])=[O:32] |f:3.4|. The product is Cl.CS(=O)(=O)NC1=C(C=CC=C1)N1CCN(CC1)CCCNC1=C(C(=O)N(C)C)C=C(C=C1)C (2-{3-[4-(2-methylsulfonylaminophenyl)-piperazin-1-yl]propylamino}-N,N,5-trimethylbenzamide hydrochloride). Solvent: N1=CC=CC=C1 (pyridine). Reactants: ice water, NC=1C=NC(=NC1)NC(C)=O (N-(5-aminopyrimidin-2-yl)acetamide), N1=CC=CC=C1 (pyridine), ClC(=O)OCC(Cl)(Cl)Cl (2,2,2-trichloroethyl chloroformate). The solvent is O1CCCC1 (tetrahydrofuran). Reaction conditions: time 1 hour. Product: C(C)(=O)NC1=NC=C(C=N1)NC(OCC(Cl)(Cl)Cl)=O (2,2,2-Trichloroethyl [2-(acetylamino)pyrimidin-5-yl]carbamate). The yield is 9.1%. As a reaction SMILES: [NH2:1][C:2]1[CH:3]=[N:4][C:5]([NH:8][C:9](=[O:11])[CH3:10])=[N:6][CH:7]=1.N1C=CC=CC=1.Cl[C:19]([O:21][CH2:22][C:23]([Cl:26])([Cl:25])[Cl:24])=[O:20]>O1CCCC1>[C:9]([NH:8][C:5]1[N:6]=[CH:7][C:2]([NH:1][C:19](=[O:20])[O:21][CH2:22][C:23]([Cl:26])([Cl:25])[Cl:24])=[CH:3][N:4]=1)(=[O:11])[CH3:10]. Reported procedure: To a solution of N-(5-aminopyrimidin-2-yl)acetamide (450 mg, 2.96 mmol) and pyridine (0.718 ml, 8.87 mmol) in tetrahydrofuran (10 ml) was added 2,2,2-trichloroethyl chloroformate (0.612 ml, 4.44 mmol) with ice-cooling, the mixture was stirred for 1 hour with ice-cooling and then at room temperature for 2 hours, the reaction mixture was poured into ice-water and the mixture was extracted with ethyl acetate. The extract was washed with water and dried over anhydrous magnesium sulfate and the solve... The solvent is O (water). RXN SMILES: [OH-:1].[Na+].CC(O)(C)CN[C:7]1[C:16]2[C:11](=[CH:12][CH:13]=[CH:14][CH:15]=2)[N:10]2[N:17]=[N:18][N:19]=[C:9]2[C:8]=1[N+:20]([O-:22])=[O:21]>O>[N+:20]([C:8]1[C:9]2[N:10]([N:17]=[N:18][N:19]=2)[C:11]2[C:16]([C:7]=1[OH:1])=[CH:15][CH:14]=[CH:13][CH:12]=2)([O-:22])=[O:21] |f:0.1|. Reactants: [OH-].[Na+] (sodium hydroxide), CC(CNC1=C(C=2N(C3=CC=CC=C13)N=NN2)[N+](=O)[O-])(C)O (2-methyl-[(4-nitro-5-tetrazolo[1,5-a]quinolinyl)amino]-2-propanol). Yields the product [N+](=O)([O-])C=1C=2N(C3=CC=CC=C3C1O)N=NN2 (4-nitrotetrazolo[1,5-a]quinolin-5-ol). Procedure details: Aqueous sodium hydroxide (30 g of 50%) was added to a suspension of 2-methyl-[(4-nitro-5-tetrazolo[1,5-a]quinolinyl)amino]-2-propanol (34.0 g, 0.1125 mole, Example 3) in water (500 mL). The mixture was heated on a steam bath and the solid dissolved rapidly. The solution was heated for about 30 minutes and then upon stirring a solid began to precipitate. The mixture was made acidic with 6N hydrochloric acid. The resulting solid was isolated by filtration; washed in succession with water, ethanol ... The reactants are C(C)C1=CC=C(C=C1)NC(=S)NC1=C(C=CC(=C1)[N+](=O)[O-])O (1-(4-ethylphenyl)-3-(2-hydroxy-5-nitrophenyl)thiourea), KO2. The solvent is ice water, C(C)#N (acetonitrile), C(C)#N (acetonitrile). The product is C(C)C1=CC=C(C=C1)NC=1OC2=C(N1)C=C(C=C2)[N+](=O)[O-] (N-(4-ethylphenyl)-5-nitrobenzo[d]-oxazol-2-amine). Reaction SMILES: [CH2:1]([C:3]1[CH:8]=[CH:7][C:6]([NH:9][C:10]([NH:12][C:13]2[CH:18]=[C:17]([N+:19]([O-:21])=[O:20])[CH:16]=[CH:15][C:14]=2[OH:22])=S)=[CH:5][CH:4]=1)[CH3:2]>C(#N)C>[CH2:1]([C:3]1[CH:8]=[CH:7][C:6]([NH:9][C:10]2[O:22][C:14]3[CH:15]=[CH:16][C:17]([N+:19]([O-:21])=[O:20])=[CH:18][C:13]=3[N:12]=2)=[CH:5][CH:4]=1)[CH3:2]. Procedure: In an ice bath under nitrogen gas, 15 mL of acetonitrile was slowly added to KO2 (12.05 mmol, 5 eq) with stirring. Then, the compound (a) synthesized in Example 1 (2.41 mmol, 1 eq) in 20 mL of acetonitrile was slowly added to said solution containing KO2. The mixture was reacted at room temperature for 16 hours, and then the reaction solution was diluted with 30 mL of ice water. This solution was extracted with dichloromethane, and washed two times with saturated aqueous NaCl solution. After dry... The reactants are CC(C)Cc1cc(CCC#N)ccc1-c1ccc(O)c(Cc2ccccc2)c1, O=S(=O)(OS(=O)(=O)C(F)(F)F)C(F)(F)F, O, c1ccncc1. Yields the product CC(C)Cc1cc(CCC#N)ccc1-c1ccc(OS(=O)(=O)C(F)(F)F)c(Cc2ccccc2)c1. RXN SMILES: [CH2:16]([c:17]1[cH:18][cH:19][cH:20][cH:21][cH:22]1)[c:23]1[cH:24][c:25](-[c:30]2[c:31]([CH2:40][CH:41]([CH3:42])[CH3:43])[cH:32][c:33]([CH2:36][CH2:37][C:38]#[N:39])[cH:34][cH:35]2)[cH:26][cH:27][c:28]1[OH:29].[F:1][C:2]([F:3])([F:4])[S:5](=[O:6])(=[O:7])[O:8][S:9]([C:10]([F:11])([F:12])[F:13])(=[O:14])=[O:15].[OH2:44].[cH:45]1[cH:46][cH:47][n:48][cH:49][cH:50]1>>[F:1][C:2]([F:3])([F:4])[S:5](=[O:6])(=[O:7])[O:8][c:28]1[c:23]([CH2:16][c:17]2[cH:18][cH:19][cH:20][cH:21][cH:22]2)[cH:24][c:25](-[c:30]2[c:31]([CH2:40][CH:41]([CH3:42])[CH3:43])[cH:32][c:33]([CH2:36][CH2:37][C:38]#[N:39])[cH:34][cH:35]2)[cH:26][cH:27]1.